From a dataset of the Open Reaction Database (ORD), a public repository of structured organic reaction records. describe an organic reaction: reactants, conditions, products, and yield Starting materials: O1C(OCC1)C=1C=C(OCCCN)C=CC1 (3-[3-(1,3-dioxolan-2-yl)phenoxy]propylamine), C(C1=CC=CO1)S(=O)CC(=O)OC1=CC=C(C=C1)[N+](=O)[O-] (p-nitrophenyl 2-(furfurylsulfinyl)acetate). The solvent is C(Cl)Cl (methylene chloride). Conditions: time 18 hour. Product: O1C(OCC1)C=1C=C(OCCCNC(CS(=O)CC2=CC=CO2)=O)C=CC1 (N-{3-[3-(1,3-dioxolan-2-yl)phenoxy]propyl}-2-(furfurylsulfinyl)acetamide). The yield is 74.1%. RXN SMILES: [O:1]1[CH2:5][CH2:4][O:3][CH:2]1[C:6]1[CH:7]=[C:8]([CH:14]=[CH:15][CH:16]=1)[O:9][CH2:10][CH2:11][CH2:12][NH2:13].[CH2:17]([S:23]([CH2:25][C:26](OC1C=CC([N+]([O-])=O)=CC=1)=[O:27])=[O:24])[C:18]1[O:22][CH:21]=[CH:20][CH:19]=1>C(Cl)Cl>[O:1]1[CH2:5][CH2:4][O:3][CH:2]1[C:6]1[CH:7]=[C:8]([CH:14]=[CH:15][CH:16]=1)[O:9][CH2:10][CH2:11][CH2:12][NH:13][C:26](=[O:27])[CH2:25][S:23]([CH2:17][C:18]1[O:22][CH:21]=[CH:20][CH:19]=1)=[O:24]. Procedure: 3-[3-(1,3-dioxolan-2-yl)phenoxy]propylamine (16.3 g) was dissolved in 400 ml of methylene chloride, and p-nitrophenyl 2-(furfurylsulfinyl)acetate (22.58 g) was added little by little. The mixture was stirred at room temperature for 18 hours. The organic layer was washed successively with a 1N aqueous NaOH solution and water and dried over anhydrous magnesium sulfate. The solvent was evaporated to give 21.29 g (yield 74%) of N-{3-[3-(1,3-dioxolan-2-yl)phenoxy]propyl}-2-(furfurylsulfinyl)acetamide... Starting materials: C(C1=CC=CC=C1)NC1CC(CCC1)C1=CC(=C(C=C1)OC)OC (N-Benzyl-N-[3-(3,4-dimethoxyphenyl)cyclohexyl]amine), Cl.C(C)(=O)OCC (HCl ethyl acetate). Run in C(C)(=O)OCC (ethyl acetate). Conditions: time 30 minute. The product is Cl.COC=1C=C(C=CC1OC)C1CC(CCC1)N (3-(3,4-dimethoxyphenyl)cyclohexylamine hydrochloride). RXN SMILES: C([NH:8][CH:9]1[CH2:14][CH2:13][CH2:12][CH:11]([C:15]2[CH:20]=[CH:19][C:18]([O:21][CH3:22])=[C:17]([O:23][CH3:24])[CH:16]=2)[CH2:10]1)C1C=CC=CC=1.[ClH:25].C(OCC)(=O)C>C(OCC)(=O)C>[ClH:25].[CH3:24][O:23][C:17]1[CH:16]=[C:15]([CH:11]2[CH2:12][CH2:13][CH2:14][CH:9]([NH2:8])[CH2:10]2)[CH:20]=[CH:19][C:18]=1[O:21][CH3:22] |f:1.2,4.5|. Reported procedure: N-Benzyl-N-[3-(3,4-dimethoxyphenyl)cyclohexyl]amine (3.16 g) was dissolved in ethyl acetate, 4 N HCl-ethyl acetate solution was added, and the mixture was stirred at room temperature for 30 minutes. After concentrating the solvent under reduced pressure, it was dissolved in acetic acid (100 ml), and 10% palladium-carbon (640 mg) was added thereto. After substituting the reaction vessel with hydrogen gas, hydrogen addition was effected for 3 hours at normal pressure, at 80° C. After the reaction,... The reactants are BrC=1C=C(C(=O)OCC)C=CC1C (ethyl 3-bromo-4-methylbenzoate), C1CC(=O)N(C1=O)Br (NBS), C(C1=CC=CC=C1)(=O)OOC(C1=CC=CC=C1)=O (benzoyl peroxide). Run in C(Cl)(Cl)(Cl)Cl (CCl4). Product: BrC=1C=C(C(=O)OCC)C=CC1CBr (ethyl 3-bromo-4-bromomethylbenzoate). Reaction SMILES: [Br:1][C:2]1[CH:3]=[C:4]([CH:10]=[CH:11][C:12]=1[CH3:13])[C:5]([O:7][CH2:8][CH3:9])=[O:6].C1C(=O)N([Br:21])C(=O)C1.C(OOC(=O)C1C=CC=CC=1)(=O)C1C=CC=CC=1>C(Cl)(Cl)(Cl)Cl>[Br:1][C:2]1[CH:3]=[C:4]([CH:10]=[CH:11][C:12]=1[CH2:13][Br:21])[C:5]([O:7][CH2:8][CH3:9])=[O:6]. Reported procedure: A mixture of 1.0 mmol of ethyl 3-bromo-4-methylbenzoate, 1.0 mmol NBS, and 0.02 mmol benzoyl peroxide in 5 mL CCl4 was refluxed for 4 h and then processed by filtration and chromatography to provide ethyl 3-bromo-4-bromomethylbenzoate as an oil. The reactants are c1(cnn(c1c1nn(nn1)[C@@H](C)OC(OCC)=O)C)I, C1[C@H](N(c2c(cccn2)C)C(=O)c2ccc(cc2)B2OC(C(O2)(C)C)(C)C)CCCN1C(OC(C)(C)C)=O. Reagents/catalysts: c1ccc(cc1)-c2c3ccccc3cc4ccccc24 (9-Phenylanthracene), Â C(=O)(O)[O-].[Na+]Â Â  (NaHCO3), O (water), [Pd].C(P(C(C)(C)C)C(C)(C)C)(C)(C)C.C(P(C(C)(C)C)C(C)(C)C)(C)(C)C (Pd(P(tBu)3)2). The solvent is C1CCOC1 (THF). Conditions: temperature 70 celsius, time 18 hour. The product is CCOC(=O)O[C@H](C)n1nnc(n1)c2c(cnn2C)c3ccc(cc3)C(=O)N([C@@H]4CCCN(C4)C(=O)OC(C)(C)C)c5ncccc5C. Reaction SMILES: [CH3:1][CH2:2][O:3][C:4]([O:6][C@@H:7]([n:9]1[n:13][c:12]([c:14]2[n:18]([CH3:19])[n:17][cH:16][c:15]2I)[n:11][n:10]1)[CH3:8])=[O:5].[CH3:20][c:21]1[c:26]([N:27]([C:41]([c:43]2[cH:48][cH:47][c:46](B3OC(C)(C)C(C)(C)O3)[cH:45][cH:44]2)=[O:42])[C@H:28]4[CH2:33][N:32]([C:34]([O:36][C:37]([CH3:40])([CH3:39])[CH3:38])=[O:35])[CH2:31][CH2:30][CH2:29]4)[n:25][cH:24][cH:23][cH:22]1>>[CH3:1][CH2:2][O:3][C:4]([O:6][C@@H:7]([n:9]1[n:13][c:12]([c:14]2[n:18]([CH3:19])[n:17][cH:16][c:15]2[c:46]3[cH:47][cH:48][c:43]([C:41]([N:27]([c:26]4[c:21]([CH3:20])[cH:22][cH:23][cH:24][n:25]4)[C@H:28]5[CH2:33][N:32]([C:34]([O:36][C:37]([CH3:40])([CH3:39])[CH3:38])=[O:35])[CH2:31][CH2:30][CH2:29]5)=[O:42])[cH:44][cH:45]3)[n:11][n:10]1)[CH3:8])=[O:5]. The reactants are C1(=CCCCC1)C1=NC=CC=C1[N+](=O)[O-] (2-cyclohex-1-enyl-3-nitro-pyridine), O (water). The reagents and catalysts are CC(=O)O (AcOH), [Fe] (Fe). Run in CCO (EtOH), CCOC(=O)C (EtOAc). Run at temperature 75 celsius. The product is C1(=CCCCC1)C1=NC=CC=C1N (2-Cyclohex-1-enyl-pyridin-3-ylamine). Yield: 86.2%. As a reaction SMILES: [C:1]1([C:7]2[C:12]([N+:13]([O-])=O)=[CH:11][CH:10]=[CH:9][N:8]=2)[CH2:6][CH2:5][CH2:4][CH2:3][CH:2]=1.O>CCO.CC(O)=O.CCOC(C)=O.[Fe]>[C:1]1([C:7]2[C:12]([NH2:13])=[CH:11][CH:10]=[CH:9][N:8]=2)[CH2:6][CH2:5][CH2:4][CH2:3][CH:2]=1. Procedure details: A solution of 497.0 mg (2.43 mmol) of 2-cyclohex-1-enyl-3-nitro-pyridine (as prepared in the previous step) in EtOH (10 mL) and water (5 mL) was treated with AcOH (6 drops) and 679 mg (12.2 mmol) of Fe powder, and heated to 75° C. for 19 h. The mixture was diluted with EtOAc (30 mL) and washed with water (1×20 mL). The organic layer was dried (MgSO4) and concentrated in vacuo to afford 365 mg (86%) of the title compound as a pale yellow solid: Mass spectrum (ESI, m/z): Calcd. for C11H14N2, 175.1... The reactants are Fc1ccc(Br)cc1, C1CCOC1, CC1(C)OB(c2cccc3[nH]ccc23)OC1(C)C, CCOC(C)=O, [Na+], [OH-], [Pd]. Product: Fc1ccc(-c2cccc3[nH]ccc23)cc1. As a reaction SMILES: [Br:19][c:20]1[cH:21][cH:22][c:23]([F:26])[cH:24][cH:25]1.[CH2:29]1[O:30][CH2:31][CH2:32][CH2:33]1.[CH3:1][C:2]1([CH3:3])[C:4]([CH3:5])([CH3:6])[O:7][B:8]([c:9]2[c:10]3[cH:11][cH:12][nH:13][c:14]3[cH:15][cH:16][cH:17]2)[O:18]1.[CH3:35][CH2:36][O:37][C:38](=[O:39])[CH3:40].[Na+:28].[OH-:27].[Pd:34]>>[c:9]1(-[c:20]2[cH:21][cH:22][c:23]([F:26])[cH:24][cH:25]2)[c:10]2[cH:11][cH:12][nH:13][c:14]2[cH:15][cH:16][cH:17]1. Starting materials: C(C)(C)(C)OC(=O)N1CCC(CC1)C=O (1-t-butoxy carbonyl-4-formylpiperidine), sat'd solution, [NH4+].[Cl-] (NH4Cl), ICCC1=CC=CC=C1 ((2-iodoethyl)benzene), C(C)(C)(C)[Li] (t-butyl lithium). The solvent is CCOCC (ether), CCOCC (ether). Run at temperature -20 celsius, time 15 minute. The product is C1(=CC=CC=C1)CCC(O)C1CCNCC1 (4-(3-phenyl-1-hydroxypropyl)piperidine). RXN SMILES: I[CH2:2][CH2:3][C:4]1[CH:9]=[CH:8][CH:7]=[CH:6][CH:5]=1.C([Li])(C)(C)C.C(OC([N:22]1[CH2:27][CH2:26][CH:25]([CH:28]=[O:29])[CH2:24][CH2:23]1)=O)(C)(C)C.[NH4+].[Cl-]>CCOCC>[C:4]1([CH2:3][CH2:2][CH:28]([CH:25]2[CH2:26][CH2:27][NH:22][CH2:23][CH2:24]2)[OH:29])[CH:9]=[CH:8][CH:7]=[CH:6][CH:5]=1 |f:3.4|. Procedure details: To a solution of 5 mL (34.5 mmol) of (2-iodoethyl)benzene in 100 mL of ether at −78° C. was added 42.6 mL (72.5 mmol) of t-butyl lithium. The reaction mixture was warmed to −20° C. for 20 min, then cooled to −78° C. TO this solution, was added a solution of 5.6 g (23.2 mmol) of 1-t-butoxy carbonyl-4-formylpiperidine in 50 mL of ether and the reaction mixture was stirred 15 min at −78° C. To the reaction mixture was added 150 mL of a sat'd solution of NH4Cl and the mixture was extracted with ethy... The reactants are FC=1C=C(C=CC1)S(=O)(=O)C=1C=NC2=C(C=CC=C2C1)I (3-(3-fluorophenylsulfonyl)-8-iodoquinoline), N1[C@H]2[C@@H](CC1)CN(C2)C(=O)OCC ((3aS,6aS)-ethyl hexahydropyrrolo[3,4-b]pyrrole-5(1H)-carboxylate), C([O-])([O-])=O.[Cs+].[Cs+] (cesium carbonate), CC(C)C1=CC(=C(C(=C1)C(C)C)C2=C(C=CC=C2)P(C3CCCCC3)C4CCCCC4)C(C)C (X-Phos). The reagents and catalysts are C(C)(=O)[O-].[Pd+2].C(C)(=O)[O-] (palladium acetate). The solvent is C1(=CC=CC=C1)C (toluene). Product: C(C)OC(=O)N1C[C@H]2N(CC[C@H]2C1)C=1C=CC=C2C=C(C=NC12)S(=O)(=O)C1=CC(=CC=C1)F ((3aS,6aS)-ethyl-1-(3-(3-fluorophenylsulfonyl)quinolin-8-yl)hexahydropyrrolo[3,4-b]pyrrole-5(1H)-carboxylate). Isolated yield 93.5%. Reaction SMILES: [F:1][C:2]1[CH:3]=[C:4]([S:8]([C:11]2[CH:12]=[N:13][C:14]3[C:19]([CH:20]=2)=[CH:18][CH:17]=[CH:16][C:15]=3I)(=[O:10])=[O:9])[CH:5]=[CH:6][CH:7]=1.[NH:22]1[CH2:26][CH2:25][C@H:24]2[CH2:27][N:28]([C:30]([O:32][CH2:33][CH3:34])=[O:31])[CH2:29][C@@H:23]12.C(=O)([O-])[O-].[Cs+].[Cs+].CC(C1C=C(C(C)C)C(C2C=CC=CC=2P(C2CCCCC2)C2CCCCC2)=C(C(C)C)C=1)C>C1(C)C=CC=CC=1.C([O-])(=O)C.[Pd+2].C([O-])(=O)C>[CH2:33]([O:32][C:30]([N:28]1[CH2:27][C@H:24]2[C@H:23]([N:22]([C:15]3[CH:16]=[CH:17][CH:18]=[C:19]4[C:14]=3[N:13]=[CH:12][C:11]([S:8]([C:4]3[CH:5]=[CH:6][CH:7]=[C:2]([F:1])[CH:3]=3)(=[O:10])=[O:9])=[CH:20]4)[CH2:26][CH2:25]2)[CH2:29]1)=[O:31])[CH3:34] |f:2.3.4,7.8.9|. Procedure: 0.255 of g 3-(3-fluorophenylsulfonyl)-8-iodoquinoline (0.617 mmol), 0.114 g of (3aS,6aS)-ethyl hexahydropyrrolo[3,4-b]pyrrole-5(1H)-carboxylate (0.617 mmol), 0.404 g of cesium carbonate (1.234 mmol), 0.014 g of palladium acetate (0.062 mmol) and 0.029 g of X-Phos (2-dicyclohexylphosphino-2′,4′,6′-triisopropylbiphenyl, 0.062 mmol) in 5 mL toluene were stirred at 90° C. for 8 h. The reaction mixture was directly purified via silica gel chromatography (eluent toluene/methanol 10/1 +2.5% triethylami...